This data is from the Open Reaction Database (ORD), a public repository of structured organic reaction records. The task is: describe an organic reaction: reactants, conditions, products, and yield The reactants are Cl.CN1C=CC2=NC(=C(C=C21)C2=NC=CC=C2)[C@H](C)N ((S)-1-(1-methyl-6-(pyridin-2-yl)-1H-pyrrolo[3,2-b]pyridin-5-yl)ethanamine hydrochloride), NC1=NC(=C(C(=N1)N)C#N)Cl (2,4-diamino-6-chloropyrimidine-5-carbonitrile), C(C)N(C(C)C)C(C)C (N-ethyl-N-isopropylpropan-2-amine). Solvent: C(C)#N (acetonitrile). The product is NC1=NC(=C(C(=N1)N)C#N)N[C@@H](C)C1=C(C=C2C(=N1)C=CN2C)C2=NC=CC=C2 ((S)-2,4-Diamino-6-((1-(1-methyl-6-(pyridin-2-yl)-1H-pyrrolo[3,2-b]pyridin-5-yl)ethyl)amino)pyrimidine-5-carbonitrile). RXN SMILES: Cl.[CH3:2][N:3]1[C:11]2[C:6](=[N:7][C:8]([C@@H:18]([NH2:20])[CH3:19])=[C:9]([C:12]3[CH:17]=[CH:16][CH:15]=[CH:14][N:13]=3)[CH:10]=2)[CH:5]=[CH:4]1.[NH2:21][C:22]1[N:27]=[C:26]([NH2:28])[C:25]([C:29]#[N:30])=[C:24](Cl)[N:23]=1.C(N(C(C)C)C(C)C)C>C(#N)C>[NH2:21][C:22]1[N:27]=[C:26]([NH2:28])[C:25]([C:29]#[N:30])=[C:24]([NH:20][C@H:18]([C:8]2[N:7]=[C:6]3[CH:5]=[CH:4][N:3]([CH3:2])[C:11]3=[CH:10][C:9]=2[C:12]2[CH:17]=[CH:16][CH:15]=[CH:14][N:13]=2)[CH3:19])[N:23]=1 |f:0.1|. Procedure details: A solution of (S)-1-(1-methyl-6-(pyridin-2-yl)-1H-pyrrolo[3,2-b]pyridin-5-yl)ethanamine hydrochloride (50 mg, 0.198 mmol), 2,4-diamino-6-chloropyrimidine-5-carbonitrile (50.4 mg, 0.297 mmol), and N-ethyl-N-isopropylpropan-2-amine (0.104 mL, 0.594 mmol) in acetonitrile (6 mL), was heated in a microwave reactor at 120° C. for 2 hours. After cooling to room temperature, the reaction mixture was concentrated, re-dissolved in DMF, and purified by preparative HPLC (basic mode) using a 20-30% CH3CN gra... Starting materials: O=C([O-])[O-], COC(Cc1ccc([N+](=O)[O-])c(F)c1)OC, CN(C)C=O, [Cl-], [Cs+], [Cs+], NC(=O)c1sc(N)nc1-c1cccc(Cl)c1, [NH4+]. The product is COC(Cc1ccc([N+](=O)[O-])c(Nc2nc(-c3cccc(Cl)c3)c(C(N)=O)s2)c1)OC. As a reaction SMILES: [C:33](=[O:34])([O-:35])[O-:36].[CH3:1][O:2][CH:3]([CH2:4][c:5]1[cH:6][c:7]([F:14])[c:8]([N+:11](=[O:12])[O-:13])[cH:9][cH:10]1)[O:15][CH3:16].[CH3:41][N:42]([CH3:43])[CH:44]=[O:45].[Cl-:39].[Cs+:37].[Cs+:38].[NH2:17][c:18]1[s:19][c:20]([C:30](=[O:31])[NH2:32])[c:21](-[c:23]2[cH:24][c:25]([Cl:29])[cH:26][cH:27][cH:28]2)[n:22]1.[NH4+:40]>>[CH3:1][O:2][CH:3]([CH2:4][c:5]1[cH:6][c:7]([NH:17][c:18]2[s:19][c:20]([C:30](=[O:31])[NH2:32])[c:21](-[c:23]3[cH:24][c:25]([Cl:29])[cH:26][cH:27][cH:28]3)[n:22]2)[c:8]([N+:11](=[O:12])[O-:13])[cH:9][cH:10]1)[O:15][CH3:16].